Dataset: the Open Reaction Database (ORD), a public repository of structured organic reaction records. Task: describe an organic reaction: reactants, conditions, products, and yield Reactants: NC=1C=C2C(C(=CN(C2=NC1)CC)C(=O)OCC)=O (ethyl 6-amino-1-ethyl-4-oxo-1,8-naphthyridine-3-carboxylate), [B] (Boron), imine, imine, [OH-].[Na+] (sodium hydroxide), ice, C1C(CC2=CC=CC=C12)=O (2-Indanone), imine. Solvent: C(C)(=O)O (acetic acid), C(C)(=O)OCC (ethyl acetate). Run at temperature 42.5 celsius. The product is C1C(CC2=CC=CC=C12)NC=1C=C2C(C(=CN(C2=NC1)CC)C(=O)N1CCOCC1)=O (6-(2,3-Dihydro-1H-inden-2-ylamino)-1-ethyl-3-(morpholin-4-ylcarbonyl)-1,8-naphthyridin-4(1H)-one). RXN SMILES: [NH2:1][C:2]1[CH:3]=[C:4]2[C:9](=[N:10][CH:11]=1)[N:8]([CH2:12][CH3:13])[CH:7]=[C:6]([C:14]([O:16]CC)=O)[C:5]2=[O:19].[CH2:20]1[C:28]2[C:23](=[CH:24][CH:25]=[CH:26][CH:27]=2)[CH2:22][C:21]1=O.[B].[OH-:31].[Na+]>C(OCC)(=O)C.C(O)(=O)C>[CH2:20]1[C:28]2[C:23](=[CH:24][CH:25]=[CH:26][CH:27]=2)[CH2:22][CH:21]1[NH:1][C:2]1[CH:3]=[C:4]2[C:9](=[N:10][CH:11]=1)[N:8]([CH2:12][CH3:13])[CH:7]=[C:6]([C:14]([N:8]1[CH2:9][CH2:4][O:31][CH2:6][CH2:7]1)=[O:16])[C:5]2=[O:19] |f:3.4|. Reported procedure: Other Alternative Methods. To a suspension of ethyl 6-amino-1-ethyl-4-oxo-1,8-naphthyridine-3-carboxylate in a solvent specified in Table 1 was added acetic acid and the mixture was stirred until all solids went into solution (may need to warm up to 40-45° C.). 2-Indanone was added to reaction mixture and stirred to completion of imine formation (indicated by disappearance of starting material in LCMS) (˜30 min to 1 h). Boron reducing agent (as listed in Table 1) was added to reaction mixture an... Starting materials: CC(C)n1cc(-c2ccc(C#N)cc2)c2ccc([N+](=O)[O-])cc21, [H][H], C1CCOC1, O=[Pt]. The product is CC(C)n1cc(-c2ccc(C#N)cc2)c2ccc(N)cc21. Reaction SMILES: [CH:1]([CH3:2])([CH3:3])[n:4]1[cH:5][c:6](-[c:16]2[cH:17][cH:18][c:19]([C:20]#[N:21])[cH:22][cH:23]2)[c:7]2[cH:8][cH:9][c:10]([N+:13]([O-:14])=[O:15])[cH:11][c:12]12.[H:24][H:25].[O:26]1[CH2:27][CH2:28][CH2:29][CH2:30]1.[Pt:31]=[O:32]>>[CH:1]([CH3:2])([CH3:3])[n:4]1[cH:5][c:6](-[c:16]2[cH:17][cH:18][c:19]([C:20]#[N:21])[cH:22][cH:23]2)[c:7]2[cH:8][cH:9][c:10]([NH2:13])[cH:11][c:12]12. Reactants: S1(=O)(=O)OOOOS(O1)(=O)=O.[K] (Potassium peroxy disulphate), CC1=C(C=CC=C1C)OC (2,3-dimethylanisole), C(C)(=O)OCC.CCCCCC (ethyl acetate hexane). Reagents/catalysts: O.O.O.O.O.S(=O)(=O)([O-])[O-].[Cu+2] (copper (II) sulphate pentahydrate). Solvent: O.C(C)#N (acetonitrile water). Conditions: time 15 minute. Yields the product COC1=C(C=O)C(=CC=C1)C (2-Methoxy-6-methylbenzaldehyde). The yield is 44.2%. As a reaction SMILES: S1(OS(=O)(=O)OOOO1)(=O)=O.[K].[CH3:13][C:14]1[C:19]([CH3:20])=[CH:18][CH:17]=[CH:16][C:15]=1[O:21][CH3:22].C(OCC)(=[O:25])C.CCCCCC>O.C(#N)C.O.O.O.O.O.S([O-])([O-])(=O)=O.[Cu+2]>[CH3:22][O:21][C:15]1[CH:16]=[CH:17][CH:18]=[C:19]([CH3:20])[C:14]=1[CH:13]=[O:25] |f:0.1,3.4,5.6,7.8.9.10.11.12.13,^1:11|. Reported procedure: Potassium peroxy disulphate (89.31 g, 0.33 mol) and copper (II) sulphate pentahydrate (27.22 g, 0.11 mol) was added to a solution of 2,3-dimethylanisole (15 g, 0.11 mol) in acetonitrile water mixture (750 ml, 1:1). The reaction mixture was stirred for 15 min at reflux until no starting material remained as judged by TLC (Thin Layer Chromatography). On cooling the reaction mixture to room temperature, the product was extracted into dichloromethane (2×225 ml). The organic layer was washed with wat...